Dataset: the Open Reaction Database (ORD), a public repository of structured organic reaction records. Task: describe an organic reaction: reactants, conditions, products, and yield The reactants are FC(CNC(NC1=NC(=NC=C1)CSCCN1C(C=2C(C1=O)=CC=CC2)=O)=S)(F)F (4-[3-(2,2,2-trifluoroethyl)thioureido]-2-[(2-phthalimidoethyl)thiomethyl]pyrimidine), N (ammonia), mercuric oxide. The solvent is CN(C=O)C (dimethylformamide). Conditions: time 2 hour. Yields the product FC(CN=C(NC1=NC(=NC=C1)CSCCN1C(C=2C(C1=O)=CC=CC2)=O)N)(F)F (4-[2-(2,2,2-trifluoroethyl)guanidino]-2-[(2-phthalimidoethyl)thiomethyl]pyrimidine). RXN SMILES: [F:1][C:2]([F:30])([F:29])[CH2:3][NH:4][C:5](=S)[NH:6][C:7]1[CH:12]=[CH:11][N:10]=[C:9]([CH2:13][S:14][CH2:15][CH2:16][N:17]2[C:21](=[O:22])[C:20]3=[CH:23][CH:24]=[CH:25][CH:26]=[C:19]3[C:18]2=[O:27])[N:8]=1.[NH3:31]>CN(C)C=O>[F:1][C:2]([F:30])([F:29])[CH2:3][N:4]=[C:5]([NH2:31])[NH:6][C:7]1[CH:12]=[CH:11][N:10]=[C:9]([CH2:13][S:14][CH2:15][CH2:16][N:17]2[C:21](=[O:22])[C:20]3=[CH:23][CH:24]=[CH:25][CH:26]=[C:19]3[C:18]2=[O:27])[N:8]=1. Procedure details: A mixture of 4-[3-(2,2,2-trifluoroethyl)thioureido]-2-[(2-phthalimidoethyl)thiomethyl]pyrimidine (6.8 g.), dimethylformamide (30 ml.), saturated ethanolic ammonia (5 ml.) and yellow mercuric oxide (6.5 g.) was stirred at room temperature for 2 hours and then filtered. The filtrate was evaporated to dryness and the residue triturated with ether and filtered to give 4-[2-(2,2,2-trifluoroethyl)guanidino]-2-[(2-phthalimidoethyl)thiomethyl]pyrimidine (5.6 g.), m.p. 167°-168° after crystallisation fro... Reactants: C1CCOC1, COC(=O)C1CCOc2cc(Oc3ccc(C(=O)NC4CC4c4ccc(Cl)cc4)cc3)c(C#N)cc21, Cl. Reaction SMILES: [CH2:38]1[O:39][CH2:40][CH2:41][CH2:42]1.[Cl:1][c:2]1[cH:3][cH:4][c:5]([CH:8]2[CH:9]([NH:11][C:12](=[O:13])[c:14]3[cH:15][cH:16][c:17]([O:18][c:19]4[c:20]([C:33]#[N:34])[cH:21][c:22]5[c:27]([cH:28]4)[O:26][CH2:25][CH2:24][CH:23]5[C:29](=[O:30])[O:31][CH3:32])[cH:35][cH:36]3)[CH2:10]2)[cH:6][cH:7]1.[ClH:37]>>[Cl:1][c:2]1[cH:3][cH:4][c:5]([CH:8]2[CH:9]([NH:11][C:12](=[O:13])[c:14]3[cH:15][cH:16][c:17]([O:18][c:19]4[c:20]([C:33]#[N:34])[cH:21][c:22]5[c:27]([cH:28]4)[O:26][CH2:25][CH2:24][CH:23]5[C:29](=[O:30])[OH:31])[cH:35][cH:36]3)[CH2:10]2)[cH:6][cH:7]1. Yields the product N#Cc1cc2c(cc1Oc1ccc(C(=O)NC3CC3c3ccc(Cl)cc3)cc1)OCCC2C(=O)O. Reactants: ClC1=CC=C(C=C1)N1N=CC(=C1C)C(=O)O (1-(4-chlorophenyl)-5-methylpyrazole-4-carboxylic acid), NC=1C=CC(=C(C#N)C1)N1CCC(CC1)N1CCN(CC1)C (5-amino-2-[4-(4-methylpiperazin-1-yl)piperidin-1-yl]benzonitrile). Product: ClC1=CC=C(C=C1)N1N=CC(=C1C)C(=O)NC1=CC(=C(C=C1)N1CCC(CC1)N1CCN(CC1)C)C#N (1-(4-Chlorophenyl)-N-{3-cyano-4-[4-(4-methylpiperazin-1-yl)piperidin-1-yl]phenyl}-5-methylpyrazole-4-carboxamide). Isolated yield 17.3%. Reaction SMILES: [Cl:1][C:2]1[CH:7]=[CH:6][C:5]([N:8]2[C:12]([CH3:13])=[C:11]([C:14]([OH:16])=O)[CH:10]=[N:9]2)=[CH:4][CH:3]=1.[NH2:17][C:18]1[CH:19]=[CH:20][C:21]([N:26]2[CH2:31][CH2:30][CH:29]([N:32]3[CH2:37][CH2:36][N:35]([CH3:38])[CH2:34][CH2:33]3)[CH2:28][CH2:27]2)=[C:22]([CH:25]=1)[C:23]#[N:24]>>[Cl:1][C:2]1[CH:3]=[CH:4][C:5]([N:8]2[C:12]([CH3:13])=[C:11]([C:14]([NH:17][C:18]3[CH:19]=[CH:20][C:21]([N:26]4[CH2:31][CH2:30][CH:29]([N:32]5[CH2:37][CH2:36][N:35]([CH3:38])[CH2:34][CH2:33]5)[CH2:28][CH2:27]4)=[C:22]([C:23]#[N:24])[CH:25]=3)=[O:16])[CH:10]=[N:9]2)=[CH:6][CH:7]=1. Reported procedure: By the reaction and treatment in the same manner as in Example 64 using 1-(4-chlorophenyl)-5-methylpyrazole-4-carboxylic acid (1.7 g) and 5-amino-2-[4-(4-methylpiperazin-1-yl)piperidin-1-yl]benzonitrile (2.0 g), the title compound (0.6 g) was obtained, melting point: 240° C. (decomposition).